Dataset: the Open Reaction Database (ORD), a public repository of structured organic reaction records. Task: describe an organic reaction: reactants, conditions, products, and yield Procedure: 32 Grams of 4-(3,4-dimethoxybenzoyl)piperazine and 13.1 g of potassium hydroxide were dissolved in 300 ml of dimethylformamide (DMF), then under an ice-cooled condition with stirring, 10 g of α-chloroacetic acid was added thereto, next the reaction mixture was heated at 50° C. for 5 hours with stirring. After completion of the reaction, the reaction mixture was concentrated to dryness, the residue obtained was dissolved in water. The solution obtained was washed with chloroform, the aqueous laye... Reaction conditions: temperature 50 celsius. The solvent is O (water), CN(C=O)C (dimethylformamide). Yields the product COC=1C=C(C(=O)N2CCN(CC2)CC(=O)O)C=CC1OC (α-[4-(3,4-dimethoxybenzoyl)-1-piperazinyl]acetic acid). As a reaction SMILES: [CH3:1][O:2][C:3]1[CH:4]=[C:5]([CH:14]=[CH:15][C:16]=1[O:17][CH3:18])[C:6]([N:8]1[CH2:13][CH2:12][NH:11][CH2:10][CH2:9]1)=[O:7].[OH-].[K+].Cl[CH2:22][C:23]([OH:25])=[O:24]>CN(C)C=O.O>[CH3:1][O:2][C:3]1[CH:4]=[C:5]([CH:14]=[CH:15][C:16]=1[O:17][CH3:18])[C:6]([N:8]1[CH2:9][CH2:10][N:11]([CH2:22][C:23]([OH:25])=[O:24])[CH2:12][CH2:13]1)=[O:7] |f:1.2|. The reactants are COC=1C=C(C(=O)N2CCNCC2)C=CC1OC (4-(3,4-dimethoxybenzoyl)piperazine), [OH-].[K+] (potassium hydroxide), ClCC(=O)O (α-chloroacetic acid). Starting materials: O=C(CBr)c1cccc(Br)c1, CCc1ncc[nH]1, C1COCCO1. Product: CCc1nccn1CC(=O)c1cccc(Br)c1. RXN SMILES: [Br:1][CH2:2][C:3](=[O:4])[c:5]1[cH:6][c:7]([Br:11])[cH:8][cH:9][cH:10]1.[CH2:12]([CH3:13])[c:14]1[nH:15][cH:16][cH:17][n:18]1.[O:19]1[CH2:20][CH2:21][O:22][CH2:23][CH2:24]1>>[CH2:2]([C:3](=[O:4])[c:5]1[cH:6][c:7]([Br:11])[cH:8][cH:9][cH:10]1)[n:15]1[c:14]([CH2:12][CH3:13])[n:18][cH:17][cH:16]1. The reactants are II (iodine), C(C)(=O)OC1[C@]2(C)[C@@H](CC1)[C@@H]1CCC3=CC(CC[C@]3(C)[C@H]1CC2)=O (17-acetoxy-androst-4-en-3-one), CuO. Run in C(C)(=O)O (acetic acid). The product is C(C)(=O)O[C@@H]1[C@]2(C)[C@@H](CC1)[C@@H]1CCC3=CC(C(C[C@]3(C)[C@H]1CC2)I)=O (17β-Acetoxy-2-iodo-androst-4-en-3-one). The yield is 98.6%. RXN SMILES: [I:1]I.[C:3]([O:6][CH:7]1[CH2:12][CH2:11][C@H:10]2[C@H:13]3[C@H:23]([CH2:24][CH2:25][C@:8]12[CH3:9])[C@:21]1([CH3:22])[C:16](=[CH:17][C:18](=[O:26])[CH2:19][CH2:20]1)[CH2:15][CH2:14]3)(=[O:5])[CH3:4]>C(O)(=O)C>[C:3]([O:6][C@H:7]1[CH2:12][CH2:11][C@H:10]2[C@H:13]3[C@H:23]([CH2:24][CH2:25][C@:8]12[CH3:9])[C@:21]1([CH3:22])[C:16](=[CH:17][C:18](=[O:26])[CH:19]([I:1])[CH2:20]1)[CH2:15][CH2:14]3)(=[O:5])[CH3:4]. Procedure details: 2.79 g (11 mmol) of iodine is added to 3.28 g (10 mmol) of 17-acetoxy-androst-4-en-3-one and 0.875 g (11 mmol) of CuO in 30 ml of glacial acetic acid with stirring at room temperature. The reaction solution is stirred under nitrogen atmosphere for 24 hours at 60° C. Under reduced pressure, acetic acid is distilled off, and the residue is taken up in 50 ml of water. The water phase is extracted 3 times with 50 ml of ethyl acetate each, the ethyl acetate phases are washed with sodium thiosulfate s... Procedure details: A solution of 0.5 g (0.0021 mol) of (6E,10Z)-12-hydroxy-2,6,10-trimethyl-1,6,10-dodecatrien-3-one dissolved in 5 ml of methylene chloride and 1.3 ml of pyridine is treated with 1 ml of acetic anhydride. The solution is stirred at room temperature for 18 hours under argon. After removing the solvent the residue is taken up three times in toluene and freed from the solvent on a rotary evaporator. The residue is chromatographed on silica gel with ether-hexane 1:5. There is obtained (2Z,6E)-3,7,11-t... RXN SMILES: [OH:1][CH2:2]/[CH:3]=[C:4](/[CH3:17])\[CH2:5][CH2:6]/[CH:7]=[C:8](\[CH3:16])/[CH2:9][CH2:10][C:11](=[O:15])[C:12]([CH3:14])=[CH2:13].N1C=CC=CC=1.[C:24](OC(=O)C)(=[O:26])[CH3:25]>C(Cl)Cl>[C:24]([O:1][CH2:2]/[CH:3]=[C:4](/[CH3:17])\[CH2:5][CH2:6]/[CH:7]=[C:8](\[CH3:16])/[CH2:9][CH2:10][C:11](=[O:15])[C:12]([CH3:14])=[CH2:13])(=[O:26])[CH3:25]. Starting materials: N1=CC=CC=C1 (pyridine), C(C)(=O)OC(C)=O (acetic anhydride), OC\C=C(/CC/C=C(/CCC(C(=C)C)=O)\C)\C ((6E,10Z)-12-hydroxy-2,6,10-trimethyl-1,6,10-dodecatrien-3-one). Solvent: C(Cl)Cl (methylene chloride). Yields the product C(C)(=O)OC\C=C(/CC\C=C(\CCC(C(=C)C)=O)/C)\C ((2Z,6E)-3,7,11-trimethyl-10-oxo-2,6,11-dodecatrienyl acetate). Conditions: time 18 hour. The reactants are CO, Cl, [H][H], CC(C)(C)NCC(O)c1ccc(O)c(NC(=O)c2ccc([N+](=O)[O-])cc2)c1. Product: Cl, CC(C)(C)NCC(O)c1ccc(O)c(NC(=O)c2ccc(N)cc2)c1. Reaction SMILES: [CH3:31][OH:32].[ClH:1].[H:29][H:30].[N+:2]([O-:3])(=[O:4])[c:5]1[cH:6][cH:7][c:8]([C:9](=[O:10])[NH:11][c:12]2[cH:13][c:14]([CH:15]([CH2:16][NH:17][C:18]([CH3:19])([CH3:20])[CH3:21])[OH:22])[cH:23][cH:24][c:25]2[OH:26])[cH:27][cH:28]1>>[ClH:1].[NH2:2][c:5]1[cH:6][cH:7][c:8]([C:9](=[O:10])[NH:11][c:12]2[cH:13][c:14]([CH:15]([CH2:16][NH:17][C:18]([CH3:19])([CH3:20])[CH3:21])[OH:22])[cH:23][cH:24][c:25]2[OH:26])[cH:27][cH:28]1. The reactants are C([O-])([O-])=O.[Na+].[Na+] (sodium carbonate), [N+](=O)(O)[O-] (nitric acid), 72g, ClC=1C=CC=C2CCC(CC12)NC(C1=C(C=CC=C1)CCC)=O (8-chloro-2-(n-propylbenzoyl)amino-1,2,3,4-tetrahydronaphthalene). Solvent: S(O)(O)(=O)=O (sulphuric acid), [N+](=O)([O-])C (nitromethane). Yields the product ClC=1C=CC(=C2CCC(CC12)NC(C1=C(C=CC=C1)CCC)=O)[N+](=O)[O-] (8-chloro-5-nitro-2-(n-propylbenzoyl)amino-1,2,3,4-tetrahydronaphthalene). As a reaction SMILES: [N+:1]([O-:4])(O)=[O:2].[Cl:5][C:6]1[CH:7]=[CH:8][CH:9]=[C:10]2[C:15]=1[CH2:14][CH:13]([NH:16][C:17](=[O:27])[C:18]1[CH:23]=[CH:22][CH:21]=[CH:20][C:19]=1[CH2:24][CH2:25][CH3:26])[CH2:12][CH2:11]2.C(=O)([O-])[O-].[Na+].[Na+]>S(=O)(=O)(O)O.[N+](C)([O-])=O>[Cl:5][C:6]1[CH:7]=[CH:8][C:9]([N+:1]([O-:4])=[O:2])=[C:10]2[C:15]=1[CH2:14][CH:13]([NH:16][C:17](=[O:27])[C:18]1[CH:23]=[CH:22][CH:21]=[CH:20][C:19]=1[CH2:24][CH2:25][CH3:26])[CH2:12][CH2:11]2 |f:2.3.4|. Reported procedure: Fuming nitric acid (100 ml), 33% in concentrated sulphuric acid was added dropwise to a solution of 72g (0.22 mol) 8-chloro-2-(n-propylbenzoyl)amino-1,2,3,4-tetrahydronaphthalene in 300 ml nitromethane at 0° C. The mixture was allowed to reach ambient temperature and was stirred over night. After pouring on ice water/diethyl ether the mixture was basified (sodium carbonate solution) and the phases separated. The organic phase was dried (magnesium sulphate), filtered and evaporated to a residue o... The reactants are NC[C@H]1CN(CCC1)CCN1C2=C(N=CC1=O)C=CC(=N2)OC (4-{2-[(3S)-3-(aminomethyl)-1-piperidinyl]ethyl}-6-(methyloxy)pyrido[2,3-b]pyrazin-3(4H)-one), O=C1CCC2=C(N=C(N=C2)C=O)N1 (7-oxo-5,6,7,8-tetrahydropyrido[2,3-d]pyrimidine-2-carbaldehyde), CO.C(Cl)Cl (MeOH DCM), [BH-](OC(=O)C)(OC(=O)C)OC(=O)C.[Na+] (NaBH(OAc)3), product, [O-]S(=O)(=O)[O-].[Na+].[Na+] (Na2SO4), O=C1CCC2=C(N=C(N=C2)C=O)N1 (7-oxo-5,6,7,8-tetrahydropyrido[2,3-d]pyrimidine-2-carbaldehyde). Run at time 16 hour. The product is Cl.Cl.COC=1C=CC2=C(N(C(C=N2)=O)CCN2C[C@@H](CCC2)CNCC2=NC=C3C(N2)=NC(CC3)=O)N1 (2-({[((3S)-1-{2-[6-(Methyloxy)-3-oxopyrido[2,3-b]pyrazin-4(3H)-yl]ethyl}-3-piperidinyl)methyl]amino}methyl)-5,6-dihydropyrido[2,3-d]pyrimidin-7(1H)-one Dihydrochloride). As a reaction SMILES: [NH2:1][CH2:2][C@@H:3]1[CH2:8][CH2:7][CH2:6][N:5]([CH2:9][CH2:10][N:11]2[C:16](=[O:17])[CH:15]=[N:14][C:13]3[CH:18]=[CH:19][C:20]([O:22][CH3:23])=[N:21][C:12]2=3)[CH2:4]1.[O:24]=[C:25]1[NH:36][C:29]2[N:30]=[C:31]([CH:34]=O)[N:32]=[CH:33][C:28]=2[CH2:27][CH2:26]1.[O-]S([O-])(=O)=O.[Na+].[Na+].[BH-](OC(C)=O)(OC(C)=O)OC(C)=O.[Na+].CO.C(Cl)[Cl:61]>>[ClH:61].[ClH:61].[CH3:23][O:22][C:20]1[CH:19]=[CH:18][C:13]2[N:14]=[CH:15][C:16](=[O:17])[N:11]([CH2:10][CH2:9][N:5]3[CH2:6][CH2:7][CH2:8][C@@H:3]([CH2:2][NH:1][CH2:34][C:31]4[NH:30][C:29]5=[N:36][C:25](=[O:24])[CH2:26][CH2:27][C:28]5=[CH:33][N:32]=4)[CH2:4]3)[C:12]=2[N:21]=1 |f:2.3.4,5.6,7.8,9.10.11|. Reported procedure: To a solution of 4-{2-[(3S)-3-(aminomethyl)-1-piperidinyl]ethyl}-6-(methyloxy)pyrido[2,3-b]pyrazin-3(4H)-one (0.072 g, 0.23 mmol) in 1:1 MeOH/DCM (20 mL), was added 7-oxo-5,6,7,8-tetrahydropyrido[2,3-d]pyrimidine-2-carbaldehyde (for a preparation see Example 125(c)) (0.04 g, 0.23 mmol), and excess Na2SO4. The solution was stirred at ambient temperature for 16 h followed by the addition of NaBH(OAc)3 (1.68 g, 7.92 mmol). The resulting solution was stirred for an additional 2 hours. Analysis by LC... Reactants: FC1=C(OC2=C3C(=NC=C2)NC(=C3)C)C=CC(=C1)[N+](=O)[O-] (4-(2-fluoro-4-nitrophenoxy)-2-methyl-1H-pyrrolo[2,3-b]pyridine), [Cl-].[NH4+] (ammonium chloride). The reagents and catalysts are [Zn] (zinc). Run in C1CCOC1.CO (THF Methanol). Run at time 1 hour. Yields the product FC=1C=C(C=CC1OC1=C2C(=NC=C1)NC(=C2)C)N (3-Fluoro-4-(2-methyl-1H-pyrrolo[2,3-b]pyridin-4-yloxy)benzenamine). Isolated yield 90.7%. Reaction SMILES: [F:1][C:2]1[CH:18]=[C:17]([N+:19]([O-])=O)[CH:16]=[CH:15][C:3]=1[O:4][C:5]1[CH:10]=[CH:9][N:8]=[C:7]2[NH:11][C:12]([CH3:14])=[CH:13][C:6]=12.[Cl-].[NH4+]>C1COCC1.CO.[Zn]>[F:1][C:2]1[CH:18]=[C:17]([NH2:19])[CH:16]=[CH:15][C:3]=1[O:4][C:5]1[CH:10]=[CH:9][N:8]=[C:7]2[NH:11][C:12]([CH3:14])=[CH:13][C:6]=12 |f:1.2,3.4|. Procedure: A mixture of 4-(2-fluoro-4-nitrophenoxy)-2-methyl-1H-pyrrolo[2,3-b]pyridine (43 mg, 0.15 mmol), zinc dust (50 mg, 0.75 mmol) and ammonium chloride (50 mg) in THF/Methanol (1/2, 0.6 mL) was stirred at room temperature for 1 h, filtered and concentrated in vacuo to afford the desired product (35 mg, 90%), which was sufficiently pure to use in the subsequent reaction. 1H NMR (DMSO-d6) δ 11.71 (s, 1H), 8.04 (d, 1H, J=5.5 Hz), 7.10 (t, 1H, J=8.4 Hz), 6.64 (dd, 1H, J=10.4, 2.6 Hz), 6.51 (m, 1H), 6.35 ... The reactants are Brc1ccccn1, CCOCC, CCCC=O, [Cl-], [Li]CCCC, [NH4+], O. The product is CCCC(O)c1ccccn1. Reaction SMILES: [Br:1][c:2]1[cH:3][cH:4][cH:5][cH:6][n:7]1.[CH3:20][CH2:21][O:22][CH2:23][CH3:24].[CH:13]([CH2:14][CH2:15][CH3:16])=[O:17].[Cl-:18].[Li:8][CH2:9][CH2:10][CH2:11][CH3:12].[NH4+:19].[OH2:25]>>[c:2]1([CH:13]([CH2:14][CH2:15][CH3:16])[OH:17])[cH:3][cH:4][cH:5][cH:6][n:7]1.